From a dataset of the Open Reaction Database (ORD), a public repository of structured organic reaction records. describe an organic reaction: reactants, conditions, products, and yield The reactants are COC(OC)c1cccc(N)c1, O=Cc1ccccc1, c1ccccc1. Product: COC(OC)c1cccc(NCc2ccccc2)c1. RXN SMILES: [CH3:1][O:2][CH:3]([c:4]1[cH:5][c:6]([NH2:10])[cH:7][cH:8][cH:9]1)[O:11][CH3:12].[CH:13](=[O:14])[c:15]1[cH:16][cH:17][cH:18][cH:19][cH:20]1.[cH:21]1[cH:22][cH:23][cH:24][cH:25][cH:26]1>>[CH3:1][O:2][CH:3]([c:4]1[cH:5][c:6]([NH:10][CH2:13][c:15]2[cH:16][cH:17][cH:18][cH:19][cH:20]2)[cH:7][cH:8][cH:9]1)[O:11][CH3:12]. Reactants: BrC1=CC(=C(C=C1)C=CC(=O)O)F (3-(4-bromo-2-fluorophenyl)-2-propenoic acid), S(O)(O)(=O)=O (sulphuric acid), CO (methanol). Yields the product BrC1=CC(=C(C=C1)C=CC(=O)OC)F (Methyl 3-(4-bromo-2-fluorophenyl)-2-propenoate). Reaction SMILES: [Br:1][C:2]1[CH:7]=[CH:6][C:5]([CH:8]=[CH:9][C:10]([OH:12])=[O:11])=[C:4]([F:13])[CH:3]=1.S(=O)(=O)(O)O.[CH3:19]O>>[Br:1][C:2]1[CH:7]=[CH:6][C:5]([CH:8]=[CH:9][C:10]([O:12][CH3:19])=[O:11])=[C:4]([F:13])[CH:3]=1. Procedure details: The 3-(4-bromo-2-fluorophenyl)-2-propenoic acid obtained (17.1 g, 0.0698 mol) is taken up in 250 ml of methanol and 0.5 ml of concentrated sulphuric acid and heated for 12 h at reflux. Evaporation is carried out under vacuum and the residue purified by chromatography on silica (eluent: 1/1 hexane/ethyl acetate). Yd.: 14.7 g (81%) M.p. : 63°-65° C. The reactants are solution, C(CCCCCCC)(=O)SCCNC(CCNC([C@@H](C(COP(OP(OC[C@@H]1[C@H]([C@H]([C@@H](O1)N1C=NC=2C(N)=NC=NC12)O)OP(=O)(O)O)(=O)O)(=O)O)(C)C)O)=O)=O (octanoyl-CoA), CCCCCCCC(=O)OC[C@@H](C(=O)N[C@@H](CO)C(=O)N[C@@H](CC=1C=CC=CC1)C(=O)N[C@@H](CC(C)C)C(=O)N[C@@H](CO)C(=O)N2CCC[C@H]2C(=O)N[C@@H](CCC(=O)O)C(=O)N[C@@H](CC3=CN=CN3)C(=O)N[C@@H](CCC(=O)N)C(=O)N[C@@H](CCCCN)C(=O)N[C@@H](C)C(=O)N[C@@H](CCC(=O)N)C(=O)N[C@@H](CCC(=O)N)C(=O)N[C@@H](CCCNC(=N)N)C(=O)N[C@@H](CCCCN)C(=O)N[C@@H](CCC(=O)O)C(=O)N[C@@H](CO)C(=O)N[C@@H](CCCCN)C(=O)N[C@@H](CCCCN)C(=O)N4CCC[C@H]4C(=O)N5CCC[C@H]5C(=O)N[C@@H](C)C(=O)N[C@@H](CCCCN)C(=O)N[C@@H](CC(C)C)C(=O)N[C@@H](CCC(=O)N)C(=O)N6CCC[C@H]6C(=O)O)NC(=O)CNC(=O)[C@H](CCCNC(=N)N)N.OC(=O)CCCC[C@@H]1SC[C@@H]2NC(=O)N[C@H]12 (Ghrelin biotin), solution, C(C(CO)(CO)N)O.Cl (Tris-HCl), TWEEN20. The solvent is CS(=O)C (DMSO). Reaction conditions: time 20 minute. Yields the product C(CC(O)(C(=O)[O-])CC(=O)[O-])(=O)[O-] (citrate), CCCCCCCC(=O)OC[C@@H](C(=O)N[C@@H](CO)C(=O)N[C@@H](CC=1C=CC=CC1)C(=O)N[C@@H](CC(C)C)C(=O)N[C@@H](CO)C(=O)N2CCC[C@H]2C(=O)N[C@@H](CCC(=O)O)C(=O)N[C@@H](CC3=CN=CN3)C(=O)N[C@@H](CCC(=O)N)C(=O)N[C@@H](CCCCN)C(=O)N[C@@H](C)C(=O)N[C@@H](CCC(=O)N)C(=O)N[C@@H](CCC(=O)N)C(=O)N[C@@H](CCCNC(=N)N)C(=O)N[C@@H](CCCCN)C(=O)N[C@@H](CCC(=O)O)C(=O)N[C@@H](CO)C(=O)N[C@@H](CCCCN)C(=O)N[C@@H](CCCCN)C(=O)N4CCC[C@H]4C(=O)N5CCC[C@H]5C(=O)N[C@@H](C)C(=O)N[C@@H](CCCCN)C(=O)N[C@@H](CC(C)C)C(=O)N[C@@H](CCC(=O)N)C(=O)N6CCC[C@H]6C(=O)O)NC(=O)CNC(=O)[C@H](CCCNC(=N)N)N (ghrelin), Eu(K). Reaction SMILES: C(O)[C:2](N)([CH2:5][OH:6])[CH2:3][OH:4].Cl.C(SCCNC(=O)CCNC(=O)[C@H](O)C(C)(C)COP(O)(=O)OP(O)(=O)OC[C@H]1O[C@@H](N2C3N=CN=C(N)C=3N=C2)[C@H](O)[C@@H]1OP(O)(O)=O)(=[O:18])CCCCCCC.[CH3:67][CH2:68][CH2:69][CH2:70][CH2:71][CH2:72][CH2:73][C:74]([O:76][CH2:77][C@H:78]([NH:285][C:286]([CH2:288][NH:289][C:290]([C@@H:292]([NH2:300])[CH2:293][CH2:294][CH2:295][NH:296][C:297]([NH2:299])=[NH:298])=[O:291])=[O:287])[C:79]([NH:81][C@H:82]([C:85]([NH:87][C@H:88]([C:96]([NH:98][C@H:99]([C:104]([NH:106][C@H:107]([C:110]([N:112]1[C@H:116]([C:117]([NH:119][C@H:120]([C:126]([NH:128][C@H:129]([C:136]([NH:138][C@H:139]([C:145]([NH:147][C@H:148]([C:154]([NH:156][C@H:157]([C:159]([NH:161][C@H:162]([C:168]([NH:170][C@H:171]([C:177]([NH:179][C@H:180]([C:188]([NH:190][C@H:191]([C:197]([NH:199][C@H:200]([C:206]([NH:208][C@H:209]([C:212]([NH:214][C@H:215]([C:221]([NH:223][C@H:224]([C:230]([N:232]2[C@H:236]([C:237]([N:239]3[C@H:243]([C:244]([NH:246][C@H:247]([C:249]([NH:251][C@H:252]([C:258]([NH:260][C@H:261]([C:266]([NH:268][C@H:269]([C:275]([N:277]4[C@H:281]([C:282]([OH:284])=[O:283])[CH2:280][CH2:279][CH2:278]4)=[O:276])[CH2:270][CH2:271][C:272]([NH2:274])=[O:273])=[O:267])[CH2:262][CH:263]([CH3:265])[CH3:264])=[O:259])[CH2:253][CH2:254][CH2:255][CH2:256][NH2:257])=[O:250])[CH3:248])=[O:245])[CH2:242][CH2:241][CH2:240]3)=[O:238])[CH2:235][CH2:234][CH2:233]2)=[O:231])[CH2:225][CH2:226][CH2:227][CH2:228][NH2:229])=[O:222])[CH2:216][CH2:217][CH2:218][CH2:219][NH2:220])=[O:213])[CH2:210][OH:211])=[O:207])[CH2:201][CH2:202][C:203]([OH:205])=[O:204])=[O:198])[CH2:192][CH2:193][CH2:194][CH2:195][NH2:196])=[O:189])[CH2:181][CH2:182][CH2:183][NH:184][C:185]([NH2:187])=[NH:186])=[O:178])[CH2:172][CH2:173][C:174]([NH2:176])=[O:175])=[O:169])[CH2:163][CH2:164][C:165]([NH2:167])=[O:166])=[O:160])[CH3:158])=[O:155])[CH2:149][CH2:150][CH2:151][CH2:152][NH2:153])=[O:146])[CH2:140][CH2:141][C:142]([NH2:144])=[O:143])=[O:137])[CH2:130][C:131]2[NH:135][CH:134]=[N:133][CH:132]=2)=[O:127])[CH2:121][CH2:122][C:123]([OH:125])=[O:124])=[O:118])[CH2:115][CH2:114][CH2:113]1)=[O:111])[CH2:108][OH:109])=[O:105])[CH2:100][CH:101]([CH3:103])[CH3:102])=[O:97])[CH2:89][C:90]1[CH:91]=[CH:92][CH:93]=[CH:94][CH:95]=1)=[O:86])[CH2:83][OH:84])=[O:80])=[O:75].[OH:301][C:302](CCCC[C@H]1[C@@H]2[C@@H](NC(N2)=O)CS1)=[O:303]>CS(C)=O>[C:74]([O-:76])(=[O:75])[CH2:73][C:5]([CH2:2][C:3]([O-:4])=[O:18])([C:302]([O-:303])=[O:301])[OH:6].[CH3:67][CH2:68][CH2:69][CH2:70][CH2:71][CH2:72][CH2:73][C:74]([O:76][CH2:77][C@H:78]([NH:285][C:286]([CH2:288][NH:289][C:290]([C@@H:292]([NH2:300])[CH2:293][CH2:294][CH2:295][NH:296][C:297]([NH2:299])=[NH:298])=[O:291])=[O:287])[C:79]([NH:81][C@H:82]([C:85]([NH:87][C@H:88]([C:96]([NH:98][C@H:99]([C:104]([NH:106][C@H:107]([C:110]([N:112]1[C@H:116]([C:117]([NH:119][C@H:120]([C:126]([NH:128][C@H:129]([C:136]([NH:138][C@H:139]([C:145]([NH:147][C@H:148]([C:154]([NH:156][C@H:157]([C:159]([NH:161][C@H:162]([C:168]([NH:170][C@H:171]([C:177]([NH:179][C@H:180]([C:188]([NH:190][C@H:191]([C:197]([NH:199][C@H:200]([C:206]([NH:208][C@H:209]([C:212]([NH:214][C@H:215]([C:221]([NH:223][C@H:224]([C:230]([N:232]2[C@H:236]([C:237]([N:239]3[C@H:243]([C:244]([NH:246][C@H:247]([C:249]([NH:251][C@H:252]([C:258]([NH:260][C@H:261]([C:266]([NH:268][C@H:269]([C:275]([N:277]4[C@H:281]([C:282]([OH:284])=[O:283])[CH2:280][CH2:279][CH2:278]4)=[O:276])[CH2:270][CH2:271][C:272]([NH2:274])=[O:273])=[O:267])[CH2:262][CH:263]([CH3:264])[CH3:265])=[O:259])[CH2:253][CH2:254][CH2:255][CH2:256][NH2:257])=[O:250])[CH3:248])=[O:245])[CH2:242][CH2:241][CH2:240]3)=[O:238])[CH2:235][CH2:234][CH2:233]2)=[O:231])[CH2:225][CH2:226][CH2:227][CH2:228][NH2:229])=[O:222])[CH2:216][CH2:217][CH2:218][CH2:219][NH2:220])=[O:213])[CH2:210][OH:211])=[O:207])[CH2:201][CH2:202][C:203]([OH:205])=[O:204])=[O:198])[CH2:192][CH2:193][CH2:194][CH2:195][NH2:196])=[O:189])[CH2:181][CH2:182][CH2:183][NH:184][C:185]([NH2:187])=[NH:186])=[O:178])[CH2:172][CH2:173][C:174]([NH2:176])=[O:175])=[O:169])[CH2:163][CH2:164][C:165]([NH2:167])=[O:166])=[O:160])[CH3:158])=[O:155])[CH2:149][CH2:150][CH2:151][CH2:152][NH2:153])=[O:146])[CH2:140][CH2:141][C:142]([NH2:144])=[O:143])=[O:137])[CH2:130][C:131]2[NH:135][CH:134]=[N:133][CH:132]=2)=[O:127])[CH2:121][CH2:122][C:123]([OH:125])=[O:124])=[O:118])[CH2:115][CH2:114][CH2:113]1)=[O:111])[CH2:108][OH:109])=[O:105])[CH2:100][CH:101]([CH3:103])[CH3:102])=[O:97])[CH2:89][C:90]1[CH:91]=[CH:92][CH:93]=[CH:94][CH:95]=1)=[O:86])[CH2:83][OH:84])=[O:80])=[O:75] |f:0.1,3.4|. Procedure details: A compound solution (2 μL) diluted with an assay buffer containing 50 mM Tris-HCl (pH 7.5), 0.5% TWEEN20, and Complete to 15% DMSO and 90 μg/mL human GOAT-expressing microsome fraction (2 μL) were incubated at room temperature for 20 min, after which a substrate mixed solution (2 μL) containing 30 μM octanoyl-CoA (CHEM-IMPLEX) and 3 μM Ghrelin-biotin (Gly-Ser-Ser-Phe-Leu-Ser-Pro-Glu-His-Gln-Arg-Val-Gln-Gln-Arg-Lys-Glu-Ser-Lys-Lys-Pro-Pro-Ala-Lys-Leu-Gln-Pro-Arg-epsilon aminocaproic acid-biotin (... Reactants: CC(C)CS(=O)O, C=C(CC(=O)N1CCOCC1)C(=O)O, CC#N, Cc1ccccc1. The product is CC(C)CS(=O)(=O)CC(CC(=O)N1CCOCC1)C(=O)O. As a reaction SMILES: [CH2:15]([CH:16]([CH3:17])[CH3:18])[S:19](=[O:20])[OH:21].[CH2:1]=[C:2]([C:3](=[O:4])[OH:5])[CH2:6][C:7](=[O:8])[N:9]1[CH2:10][CH2:11][O:12][CH2:13][CH2:14]1.[CH3:22][C:23]#[N:24].[CH3:25][c:26]1[cH:27][cH:28][cH:29][cH:30][cH:31]1>>[CH2:1]([CH:2]([C:3](=[O:4])[OH:5])[CH2:6][C:7](=[O:8])[N:9]1[CH2:10][CH2:11][O:12][CH2:13][CH2:14]1)[S:19]([CH2:15][CH:16]([CH3:17])[CH3:18])(=[O:20])=[O:21]. Reactants: ClC=1C=C2C(=CNC2=CC1)CN1N=C2N(C(NC(C2=C1C=1N(C=CN1)C)=O)=O)CC(C)C (2-[(5-chloro-1H-indol-3-yl)methyl]-7-isobutyl-3-(1-methyl-1H-imidazol-2-yl)-2H-pyrazolo[3,4-d]pyrimidine-4,6(5H,7H)-dione), ClCCN1CCOCC1 (4-(2-chloroethyl)morpholine), C([O-])([O-])=O.[K+].[K+] (potassium carbonate). Yields the product ClC=1C=C2C(=CNC2=CC1)CN1N=C2N(C(N(C(C2=C1C=1N(C=CN1)C)=O)CCN1CCOCC1)=O)CC(C)C (2-[(5-choro-1H-indol-3-yl)methyl]-7-isobutyl-3-(1-methyl-1H-imidazol-2-yl)-5-(2-morpholin-4-ylethyl)-2H-pyrazolo[3,4-d]pyrimidine-4,6(5H,7H)-dione). Reaction SMILES: [Cl:1][C:2]1[CH:3]=[C:4]2[C:8](=[CH:9][CH:10]=1)[NH:7][CH:6]=[C:5]2[CH2:11][N:12]1[C:20]([C:21]2[N:22]([CH3:26])[CH:23]=[CH:24][N:25]=2)=[C:19]2[C:14]([N:15]([CH2:29][CH:30]([CH3:32])[CH3:31])[C:16](=[O:28])[NH:17][C:18]2=[O:27])=[N:13]1.Cl[CH2:34][CH2:35][N:36]1[CH2:41][CH2:40][O:39][CH2:38][CH2:37]1.C(=O)([O-])[O-].[K+].[K+]>>[Cl:1][C:2]1[CH:3]=[C:4]2[C:8](=[CH:9][CH:10]=1)[NH:7][CH:6]=[C:5]2[CH2:11][N:12]1[C:20]([C:21]2[N:22]([CH3:26])[CH:23]=[CH:24][N:25]=2)=[C:19]2[C:14]([N:15]([CH2:29][CH:30]([CH3:32])[CH3:31])[C:16](=[O:28])[N:17]([CH2:34][CH2:35][N:36]3[CH2:41][CH2:40][O:39][CH2:38][CH2:37]3)[C:18]2=[O:27])=[N:13]1 |f:2.3.4|. Procedure details: This compound was synthesized by the reaction of 2-[(5-chloro-1H-indol-3-yl)methyl]-7-isobutyl-3-(1-methyl-1H-imidazol-2-yl)-2H-pyrazolo[3,4-d]pyrimidine-4,6(5H,7H)-dione and 4-(2-chloroethyl)morpholine using potassium carbonate as a base. Mass: 565.17 (M+H). Starting materials: BrC1=C(C2=C(C=NNC2=O)N1COCC[Si](C)(C)C)Cl (2-bromo-3-chloro-1-(2-trimethylsilylethoxymethyl)-1,5-dihydropyrrolo[2,3-d]pyridazin-4-one), C1(CC1)OC=1C=C(C=CC1OC(F)F)B1OC(C(O1)(C)C)(C)C (2-(3-cyclopropoxy-4-difluoromethoxyphenyl)-4,4,5,5-tetramethyl-[1,3,2]dioxaborolane), BrC1=CC2=C(C=NNC2=O)N1COCC[Si](C)(C)C (2-bromo-1-(2-trimethylsilylethoxymethyl)-1,5-dihydropyrrolo-[2,3-d]pyridazin-4-one), C1(CC1)COC=1C=C(C=CC1OC)B1OC(C(O1)(C)C)(C)C (2-(3-cyclopropylmethoxy-4-methoxyphenyl)-4,4,5,5-tetramethyl-[1,3,2]dioxaborolane). The product is ClC1=C(N(C=2C=NNC(C21)=O)COCC[Si](C)(C)C)C2=CC(=C(C=C2)OC)OCC2CC2 (3-Chloro-2-(3-cyclopropylmethoxy-4-methoxyphenyl)-1-(2-trimethylsilylethoxymethyl)-1,5-dihydropyrrolo[2,3-d]-pyridazin-4-one). The yield is 64.9%. RXN SMILES: Br[C:2]1[N:11]([CH2:12][O:13][CH2:14][CH2:15][Si:16]([CH3:19])([CH3:18])[CH3:17])[C:5]2[CH:6]=[N:7][NH:8][C:9](=[O:10])[C:4]=2[C:3]=1[Cl:20].BrC1N(COCC[Si](C)(C)C)C2C=NNC(=O)C=2C=1.[CH:40]1([CH2:43][O:44][C:45]2[CH:46]=[C:47](B3OC(C)(C)C(C)(C)O3)[CH:48]=[CH:49][C:50]=2[O:51][CH3:52])[CH2:42][CH2:41]1.C1(OC2C=C(B3OC(C)(C)C(C)(C)O3)C=CC=2OC(F)F)CC1>>[Cl:20][C:3]1[C:4]2[C:9](=[O:10])[NH:8][N:7]=[CH:6][C:5]=2[N:11]([CH2:12][O:13][CH2:14][CH2:15][Si:16]([CH3:19])([CH3:18])[CH3:17])[C:2]=1[C:47]1[CH:48]=[CH:49][C:50]([O:51][CH3:52])=[C:45]([O:44][CH2:43][CH:40]2[CH2:42][CH2:41]2)[CH:46]=1. Procedure details: Reaction and post treatment were carried out in the same manner as in Example 1-(a) except for using 0.40 g (1.1 mmol) of 2-bromo-3-chloro-1-(2-trimethylsilylethoxymethyl)-1,5-dihydropyrrolo[2,3-d]pyridazin-4-one obtained in the following Reference example 16-(d) in place of 2-bromo-1-(2-trimethylsilylethoxymethyl)-1,5-dihydropyrrolo-[2,3-d]pyridazin-4-one, and using 0.57 g (1.9 mmol) of 2-(3-cyclopropylmethoxy-4-methoxyphenyl)-4,4,5,5-tetramethyl-[1,3,2]dioxaborolane obtained in the following R... Reactants: CN(C)C=O, OCCOCC1CC1, Oc1ccc(Cl)nc1, [H-], [H][H], [Na+], O, Cc1ccc(S(=O)(=O)O)cc1. The product is Clc1ccc(OCCOCC2CC2)cn1. As a reaction SMILES: [CH3:33][N:34]([CH3:35])[CH:36]=[O:37].[CH:24]1([CH2:27][O:28][CH2:29][CH2:30][OH:31])[CH2:25][CH2:26]1.[Cl:1][c:2]1[n:3][cH:4][c:5]([OH:8])[cH:6][cH:7]1.[H-:9].[H:11][H:12].[Na+:10].[OH2:32].[OH:13][S:14]([c:15]1[cH:16][cH:17][c:18]([CH3:19])[cH:20][cH:21]1)(=[O:22])=[O:23]>>[Cl:1][c:2]1[n:3][cH:4][c:5]([O:8][CH2:30][CH2:29][O:28][CH2:27][CH:24]2[CH2:25][CH2:26]2)[cH:6][cH:7]1. The reactants are C1(CCCC1)N1CCC(CC1)CCC(=N)NO (3-(1-cyclopentylpiperidin-4-yl)-N-hydroxypropionamidine), C(#N)C1=CC=C(C(=O)Cl)C=C1 (4-cyanobenzoyl chloride). Product: Cl.C1(CCCC1)N1CCC(CC1)CCC1=NOC(=N1)C1=CC=C(C=C1)C#N (1-Cyclopentyl-4-{2-[5-(4-cyanophenyl)[1,2,4]oxadiazol-3-yl]ethyl}piperidine, hydrochloride). RXN SMILES: [CH:1]1([N:6]2[CH2:11][CH2:10][CH:9]([CH2:12][CH2:13][C:14]([NH:16][OH:17])=[NH:15])[CH2:8][CH2:7]2)[CH2:5][CH2:4][CH2:3][CH2:2]1.[C:18]([C:20]1[CH:28]=[CH:27][C:23]([C:24]([Cl:26])=O)=[CH:22][CH:21]=1)#[N:19]>>[ClH:26].[CH:1]1([N:6]2[CH2:7][CH2:8][CH:9]([CH2:12][CH2:13][C:14]3[N:15]=[C:24]([C:23]4[CH:27]=[CH:28][C:20]([C:18]#[N:19])=[CH:21][CH:22]=4)[O:17][N:16]=3)[CH2:10][CH2:11]2)[CH2:2][CH2:3][CH2:4][CH2:5]1 |f:2.3|. Procedure: The title compound was prepared by a similar procedure to that described in Example 1, starting from 3-(1-cyclopentylpiperidin-4-yl)-N-hydroxypropionamidine and 4-cyanobenzoyl chloride. Reactants: ClC=1C=C(C(=C(C(=O)OC)C1)CC)[N+](=O)[O-] (methyl 5-chloro-2-ethyl-3-nitrobenzoate), [Cl-].[NH4+] (ammonium chloride), O (Water). Reagents/catalysts: [Fe] (iron). The solvent is CO (Methanol). Reaction conditions: temperature 70 celsius. Product: NC=1C(=C(C(=O)OC)C=C(C1)Cl)CC (methyl 3-amino-5-chloro-2-ethylbenzoate). The yield is 44.7%. RXN SMILES: [Cl:1][C:2]1[CH:3]=[C:4]([N+:14]([O-])=O)[C:5]([CH2:12][CH3:13])=[C:6]([CH:11]=1)[C:7]([O:9][CH3:10])=[O:8].[Cl-].[NH4+].O>CO.[Fe]>[NH2:14][C:4]1[C:5]([CH2:12][CH3:13])=[C:6]([CH:11]=[C:2]([Cl:1])[CH:3]=1)[C:7]([O:9][CH3:10])=[O:8] |f:1.2|. Procedure: To a solution of methyl 5-chloro-2-ethyl-3-nitrobenzoate (6.18 g, 25.36 mmol) in Methanol (250 ml) at room temperature was added ammonium chloride (13.31 g, 253.65 mmol) followed by deionized Water (125 ml). The mixture was heated to 70° C. in air before the addition of iron (8.5 g, 152.19 mmol). The reaction turned to a dark color over the 2.5 hours it was stirred at 70° C. This mixture was allowed to cool to room temperature and was filtered through Kieselgel. The filter pad was washed with Me...